This data is from the Open Reaction Database (ORD), a public repository of structured organic reaction records. The task is: describe an organic reaction: reactants, conditions, products, and yield The reactants are O=C([O-])O, CNO, Cl, O=C1CN(Cc2cn(Cc3ccc(F)cc3)c3cnc(C(=O)O)cc23)CCN1, [Na+], CN(C)C=O. The product is CN(O)C(=O)c1cc2c(CN3CCNC(=O)C3)cn(Cc3ccc(F)cc3)c2cn1. As a reaction SMILES: [C:33](=[O:34])([OH:35])[O-:36].[CH3:30][NH:31][OH:32].[ClH:29].[F:1][c:2]1[cH:3][cH:4][c:5]([CH2:6][n:7]2[cH:8][c:9]([CH2:19][N:20]3[CH2:21][C:22](=[O:26])[NH:23][CH2:24][CH2:25]3)[c:10]3[c:11]2[cH:12][n:13][c:14]([C:16](=[O:17])[OH:18])[cH:15]3)[cH:27][cH:28]1.[Na+:37].[O:38]=[CH:39][N:40]([CH3:41])[CH3:42]>>[F:1][c:2]1[cH:3][cH:4][c:5]([CH2:6][n:7]2[cH:8][c:9]([CH2:19][N:20]3[CH2:21][C:22](=[O:26])[NH:23][CH2:24][CH2:25]3)[c:10]3[c:11]2[cH:12][n:13][c:14]([C:16](=[O:17])[N:31]([CH3:30])[OH:32])[cH:15]3)[cH:27][cH:28]1. The reactants are CC=1N=C2N(C=C(C=C2NCC2=C(C=CC=C2C)CCOCC2=CC=CC=C2)C(=O)N)C1C (2,3-dimethyl-8-(2-(2-(benzyloxy)ethyl)-6-methylbenzylamino)-imidazo[1,2-a]pyridine-6-carboxamide), C1=CCCCC1 (cyclohexene), C1=CCCCC1 (cyclohexene). Reagents/catalysts: [OH-].[OH-].[Pd+2] (Pd(OH)2), [OH-].[OH-].[Pd+2] (Pd(OH)2). Run in C(C)O (ethanol). Product: CC=1N=C2N(C=C(C=C2NCC2=C(C=CC=C2C)CCO)C(=O)N)C1C (2,3-dimethyl-8-(2-(2-hydroxyethyl)-6-methylbenzylamino)-imidazo[1,2-a]pyridine-6-carboxamide). The yield is 97.8%. RXN SMILES: [CH3:1][C:2]1[N:3]=[C:4]2[C:9]([NH:10][CH2:11][C:12]3[C:17]([CH3:18])=[CH:16][CH:15]=[CH:14][C:13]=3[CH2:19][CH2:20][O:21]CC3C=CC=CC=3)=[CH:8][C:7]([C:29]([NH2:31])=[O:30])=[CH:6][N:5]2[C:32]=1[CH3:33].C1CCCCC=1>[OH-].[OH-].[Pd+2].C(O)C>[CH3:1][C:2]1[N:3]=[C:4]2[C:9]([NH:10][CH2:11][C:12]3[C:17]([CH3:18])=[CH:16][CH:15]=[CH:14][C:13]=3[CH2:19][CH2:20][OH:21])=[CH:8][C:7]([C:29]([NH2:31])=[O:30])=[CH:6][N:5]2[C:32]=1[CH3:33] |f:2.3.4|. Reported procedure: 2,3-dimethyl-8-(2-(2-(benzyloxy)ethyl)-6-methylbenzylamino)-imidazo[1,2-a]pyridine-6-carboxamide (0.13 g, 0.29 mmol), cyclohexene (1 ml), Pd(OH)2 cat. (25 mg) were added to ethanol (5 ml) and the mixture was refluxed overnight. An additional amount of cyclohexene (1 ml) and Pd(OH)2 cat. (25 mg) were added and the mixture was refluxed for 4 h. The solvent was evaporated under reduced pressure and the residue was purified by column chromatography on silica gel using methylene chloride:methanol (9:...